Dataset: the Open Reaction Database (ORD), a public repository of structured organic reaction records. Task: describe an organic reaction: reactants, conditions, products, and yield The reactants are C(C1=CC=CC=C1)(=O)OC[C@H]1OC[C@H](S1)N1C(=O)N=C(NC(C2=CC=CC=C2)=O)C=C1 (2-(S)-benzoyloxymethyl-4-(S)—(N-benzoylcytosin-1-yl)-1,3-oxathiolane). Solvent: N (ammonia), solution. Run at time 8 hour. Product: OC[C@H]1OC[C@H](S1)N1C(=O)N=C(N)C=C1 (2-(S)-hydroxymethyl-4-(S)-(cytosin-1-yl)-1,3-oxathiolane). As a reaction SMILES: C([O:9][CH2:10][C@@H:11]1[S:15][C@H:14]([N:16]2[CH:31]=[CH:30][C:20]([NH:21]C(=O)C3C=CC=CC=3)=[N:19][C:17]2=[O:18])[CH2:13][O:12]1)(=O)C1C=CC=CC=1>N>[OH:9][CH2:10][C@@H:11]1[S:15][C@H:14]([N:16]2[CH:31]=[CH:30][C:20]([NH2:21])=[N:19][C:17]2=[O:18])[CH2:13][O:12]1. Procedure: 2-(S)-benzoyloxymethyl-4-(S)—(N-benzoylcytosin-1-yl)-1,3-oxathiolane (1.0 g, 0.0022 mol) was dissolved in a methanolic ammonia (approximately 2M) solution (20 mL). The initial slurry was stirred overnight. After overnight stirring, the resulting clear solution was evaporated to dryness and slurried in acetone (20 mL). This yielded off-white powdery solid which was filtered and washed with acetone (2×10 mL), and dried to yield the product. 0.47 g (88%). Reactants: BrC=1C=CC2=C(N=C(S2)CC2=CC=C(C#N)C=C2)C1 (4-[(5-bromobenzothiazol-2-yl)-methyl]-benzonitrile), C1(=CC=CC=C1)C (toluene), C([O-])([O-])=O.[Na+].[Na+] (sodium carbonate), C1(=C(C=CC=C1)OB(O)O)C (o-tolylboric acid). The reagents and catalysts are C1=CC=C(C=C1)P(C2=CC=CC=C2)C3=CC=CC=C3.C1=CC=C(C=C1)P(C2=CC=CC=C2)C3=CC=CC=C3.Cl[Pd]Cl (bis(triphenylphosphine)-palladium(II)-chloride). The solvent is O (water), CO (methanol), C(C)(=O)OCC (ethyl acetate). Yields the product CC1=C(C=CC=C1)C=1C=CC2=C(N=C(S2)CC2=CC=C(C#N)C=C2)C1 (4-[(5-(2-methylphenyl)-benzothiazol-2-yl)-methyl]-benzonitrile). RXN SMILES: Br[C:2]1[CH:3]=[CH:4][C:5]2[S:9][C:8]([CH2:10][C:11]3[CH:18]=[CH:17][C:14]([C:15]#[N:16])=[CH:13][CH:12]=3)=[N:7][C:6]=2[CH:19]=1.[C:20]1([CH3:26])[CH:25]=[CH:24][CH:23]=[CH:22][CH:21]=1.C(=O)([O-])[O-].[Na+].[Na+].C1(C)C=CC=CC=1OB(O)O>O.CO.C(OCC)(=O)C.C1C=CC(P(C2C=CC=CC=2)C2C=CC=CC=2)=CC=1.C1C=CC(P(C2C=CC=CC=2)C2C=CC=CC=2)=CC=1.Cl[Pd]Cl>[CH3:26][C:20]1[CH:25]=[CH:24][CH:23]=[CH:22][C:21]=1[C:2]1[CH:3]=[CH:4][C:5]2[S:9][C:8]([CH2:10][C:11]3[CH:18]=[CH:17][C:14]([C:15]#[N:16])=[CH:13][CH:12]=3)=[N:7][C:6]=2[CH:19]=1 |f:2.3.4,9.10.11|. Reported procedure: Under a nitrogen atmosphere 1.3 g (3.95 mmol) of 4-[(5-bromobenzothiazol-2-yl)-methyl]-benzonitrile and 1.3 g (1.1 mmol) of bis(triphenylphosphine)-palladium(II)-chloride are stirred into 40 ml toluene for 15 minutes at 40° C. Then 1.3 g (12.3 mmol) of sodium carbonate in 5.6 ml water and 0.84 g (6.1 mmol) of o-tolylboric acid in 5 ml methanol are added. The reaction mixture is refluxed for 10 hours. After cooling the reaction solution is diluted with ethyl acetate and extracted with water. The ... The reactants are O=[N+]([O-])c1ccc(F)c(Br)c1, CCOC(=O)C(C)C(=O)OCC, [H-], [Na+], CN(C)C=O. Yields the product CCOC(=O)C(C)(C(=O)OCC)c1ccc([N+](=O)[O-])cc1Br. Reaction SMILES: [Br:15][c:16]1[c:17]([F:25])[cH:18][cH:19][c:20]([N+:22](=[O:23])[O-:24])[cH:21]1.[CH3:1][CH:2]([C:3](=[O:4])[O:5][CH2:6][CH3:7])[C:8](=[O:9])[O:10][CH2:11][CH3:12].[H-:13].[Na+:14].[O:26]=[CH:27][N:28]([CH3:29])[CH3:30]>>[CH3:1][C:2]([C:3](=[O:4])[O:5][CH2:6][CH3:7])([C:8](=[O:9])[O:10][CH2:11][CH3:12])[c:17]1[c:16]([Br:15])[cH:21][c:20]([N+:22](=[O:23])[O-:24])[cH:19][cH:18]1. Reaction conditions: time 16 hour. The solvent is O (water), ClCCl (dichloromethane). Reported procedure: To a stirred solution of 85 mg (0.17 mmol) (R)-1-[3-[[3-[(R)-2-tert-butoxycarbonyl-pyrrolidin-1-yl]-3-oxo-propyl]-ethyl-amino]-propionyl]-pyrrolidine-2-carboxylic acid tert-butyl ester in 5 ml dichloromethane at 0° C. was added dropwise 1.0 ml trifluoroacetic acid and stirring continued for 16 h at room temperature. Concentration in vacuo and azeotroping three times with chloroform on a rotary evaporator afforded, after resuspension in water and lyophilization, 63 mg (97%) of the title compound ... The product is FC(C(=O)O)(F)F.C(C)N(CCC(=O)N1[C@H](CCC1)C(=O)O)CCC(=O)N1[C@H](CCC1)C(=O)O ((R)-1-[3-[Ethyl-[3-[(R)-2-carboxy-pyrrolidin-1-yl]-3oxo-propyl]-amino]-propionyl]-pyrrolidine-2-carboxylic acid trifluoroacetate). RXN SMILES: C([O:5][C:6]([C@H:8]1[CH2:12][CH2:11][CH2:10][N:9]1[C:13](=[O:35])[CH2:14][CH2:15][N:16]([CH2:19][CH2:20][C:21]([N:23]1[CH2:27][CH2:26][CH2:25][C@@H:24]1[C:28]([O:30]C(C)(C)C)=[O:29])=[O:22])[CH2:17][CH3:18])=[O:7])(C)(C)C.[F:36][C:37]([F:42])([F:41])[C:38]([OH:40])=[O:39]>ClCCl.O>[F:36][C:37]([F:42])([F:41])[C:38]([OH:40])=[O:39].[CH2:17]([N:16]([CH2:15][CH2:14][C:13]([N:9]1[CH2:10][CH2:11][CH2:12][C@@H:8]1[C:6]([OH:7])=[O:5])=[O:35])[CH2:19][CH2:20][C:21]([N:23]1[CH2:27][CH2:26][CH2:25][C@@H:24]1[C:28]([OH:30])=[O:29])=[O:22])[CH3:18] |f:4.5|. Yield: 97.0%. Starting materials: C(C)(C)(C)OC(=O)[C@@H]1N(CCC1)C(CCN(CC)CCC(=O)N1[C@H](CCC1)C(=O)OC(C)(C)C)=O ((R)-1-[3-[[3-[(R)-2-tert-butoxycarbonyl-pyrrolidin-1-yl]-3-oxo-propyl]-ethyl-amino]-propionyl]-pyrrolidine-2-carboxylic acid tert-butyl ester), FC(C(=O)O)(F)F (trifluoroacetic acid). Starting materials: OC1=CC2=C(C(=C(O2)C(=O)OCC)C)C=C1 (ethyl 6-hydroxy-3-methyl-benzofuran-2-carboxylate), [N+](=O)(O)[O-] (nitric acid). Solvent: C(C)(=O)O (acetic acid), C(C)(=O)O (acetic acid). Product: C(C)OC(=O)C=1OC2=C(C1C)C=CC(=C2[N+](=O)[O-])O (ethyl-6-hydroxy-7-nitro-3-methylbenzofuran-2-carboxylate). RXN SMILES: [OH:1][C:2]1[CH:16]=[CH:15][C:5]2[C:6]([CH3:14])=[C:7]([C:9]([O:11][CH2:12][CH3:13])=[O:10])[O:8][C:4]=2[CH:3]=1.[N+:17]([O-])([OH:19])=[O:18]>C(O)(=O)C>[CH2:12]([O:11][C:9]([C:7]1[O:8][C:4]2[C:3]([N+:17]([O-:19])=[O:18])=[C:2]([OH:1])[CH:16]=[CH:15][C:5]=2[C:6]=1[CH3:14])=[O:10])[CH3:13]. Procedure details: A suspension of ethyl 6-hydroxy-3-methyl-benzofuran-2-carboxylate (220 mg, 1 mmole) in acetic acid (10 ml) was treated dropwise and with stirring with 0.2N nitric acid in acetic acid (5 ml). Solution occurred and then a yellow precipitate was formed. The solid was collected and washed with 50% aqueous acetic acid to give 98 mg of ethyl-6-hydroxy-7-nitro-3-methylbenzofuran-2-carboxylate, m.p. 186°-187.5° C.